From a dataset of the Open Reaction Database (ORD), a public repository of structured organic reaction records. describe an organic reaction: reactants, conditions, products, and yield Starting materials: [BH3-]C#N, CC(=O)O, CN, Cc1ccc2c(C=O)c[nH]c2c1, CO, [Na+], C1CCOC1. The product is CNCc1c[nH]c2cc(C)ccc12. Reaction SMILES: [C:19](#[N:20])[BH3-:21].[CH3:13][C:14](=[O:15])[OH:16].[CH3:17][NH2:18].[CH3:1][c:2]1[cH:3][cH:4][c:5]2[c:6]([CH:11]=[O:12])[cH:7][nH:8][c:9]2[cH:10]1.[CH3:23][OH:24].[Na+:22].[O:25]1[CH2:26][CH2:27][CH2:28][CH2:29]1>>[CH3:1][c:2]1[cH:3][cH:4][c:5]2[c:6]([CH2:11][NH:20][CH3:19])[cH:7][nH:8][c:9]2[cH:10]1. Starting materials: CN1CCN(CC1)C(=O)C=1NC2=CC=CC=C2C1C=O (2-(4-Methyl-piperazine-1-carbonyl)-1H-indole-3-carbaldehyde), [BH4-].[Na+] (sodium borohydride). Solvent: C(C)(=O)OCC (ethyl acetate). Reaction conditions: time 3 hour. Yields the product OCC1=C(NC2=CC=CC=C12)C(=O)N1CCN(CC1)C ((3-Hydroxymethyl-1H-indol-2-yl)-(4-methyl-piperazin-1-yl)-methanone). The yield is 44.4%. As a reaction SMILES: [CH3:1][N:2]1[CH2:7][CH2:6][N:5]([C:8]([C:10]2[NH:11][C:12]3[C:17]([C:18]=2[CH:19]=[O:20])=[CH:16][CH:15]=[CH:14][CH:13]=3)=[O:9])[CH2:4][CH2:3]1.[BH4-].[Na+]>C(OCC)(=O)C>[OH:20][CH2:19][C:18]1[C:17]2[C:12](=[CH:13][CH:14]=[CH:15][CH:16]=2)[NH:11][C:10]=1[C:8]([N:5]1[CH2:6][CH2:7][N:2]([CH3:1])[CH2:3][CH2:4]1)=[O:9] |f:1.2|. Procedure: 2-(4-Methyl-piperazine-1-carbonyl)-1H-indole-3-carbaldehyde (Example 51, 0.094 g) in ethyl acetate (1.5 mL) was treated with sodium borohydride (0.024 g) and stirred at ambient temperature for 3 h. The solvent was removed under reduced pressure, and the residue treated with saturated sodium hydrogencarbonate solution and extracted with dichloromethane. The organic extracts were dried over sodium sulfate, filtered, and concentrated. The residue was purified via silica gel chromatography, eluting ... Run at temperature 25 celsius, time 1 hour. Reactants: C(C1=CC=CC=C1)[C@@H](C[C@@H]([C@H](CC1=CC=C(C=C1)C1=NC=CC=C1)NC([C@H](C(C)(C)C)N1C(N(CC1)CC1=NC(=CC=C1)C)=O)=O)O)NC(OC(C)(C)C)=O (tert-butyl(1S,3S,4S)-1-benzyl-4-[((2S)-3,3-dimethyl-2-{3-[(6-methyl-2-pyridinyl)methyl]-2-oxo-1-imidazolidinyl}butanoyl)amino]-3-hydroxy-5-[4-(2-pyridinyl)phenyl]pentylcarbamate), FC(C(=O)O)(F)F (trifluoroacetic acid). As a reaction SMILES: [CH2:1]([C@H:8]([NH:48]C(=O)OC(C)(C)C)[CH2:9][C@H:10]([OH:47])[C@@H:11]([NH:25][C:26](=[O:46])[C@@H:27]([N:32]1[CH2:36][CH2:35][N:34]([CH2:37][C:38]2[CH:43]=[CH:42][CH:41]=[C:40]([CH3:44])[N:39]=2)[C:33]1=[O:45])[C:28]([CH3:31])([CH3:30])[CH3:29])[CH2:12][C:13]1[CH:18]=[CH:17][C:16]([C:19]2[CH:24]=[CH:23][CH:22]=[CH:21][N:20]=2)=[CH:15][CH:14]=1)[C:2]1[CH:7]=[CH:6][CH:5]=[CH:4][CH:3]=1.FC(F)(F)C(O)=O>ClCCl>[NH2:48][C@@H:8]([CH2:1][C:2]1[CH:3]=[CH:4][CH:5]=[CH:6][CH:7]=1)[CH2:9][C@H:10]([OH:47])[C@@H:11]([NH:25][C:26](=[O:46])[C@@H:27]([N:32]1[CH2:36][CH2:35][N:34]([CH2:37][C:38]2[CH:43]=[CH:42][CH:41]=[C:40]([CH3:44])[N:39]=2)[C:33]1=[O:45])[C:28]([CH3:29])([CH3:31])[CH3:30])[CH2:12][C:13]1[CH:14]=[CH:15][C:16]([C:19]2[CH:24]=[CH:23][CH:22]=[CH:21][N:20]=2)=[CH:17][CH:18]=1. Yields the product N[C@H](C[C@@H]([C@H](CC1=CC=C(C=C1)C1=NC=CC=C1)NC([C@H](C(C)(C)C)N1C(N(CC1)CC1=NC(=CC=C1)C)=O)=O)O)CC1=CC=CC=C1 ((2S)—N-{(1S,2S,4S)-4-amino-2-hydroxy-5-phenyl-1-[4-(2-pyridinyl)benzyl]pentyl}-3,3-dimethyl-2-{3-[(6-methyl-2-pyridinyl)methyl]-2-oxo-1-imidazolidinyl}butanamide). Procedure details: A solution containing the product from Example 132A (0.017 g, 0.023 mmol) in dichloromethane (1 mL) was added trifluoroacetic acid (1 mL), and the mixture was stirred at 25° C. for 1 hour, and concentrated. The residue was partitioned between ethyl acetate and saturated NaHCO3, and the organic phase was washed with brine and dried over MgSO4, filtered and concentrated to give the product, which was used without further purification. The solvent is ClCCl (dichloromethane). Starting materials: C(C1=CC=CC=C1)N1C(CC(C1)NC)C(=O)N1CCN(CC1)C1=C(C#N)C=CC=C1 (2-[4-(1-benzyl-4-methylamino-pyrrolidine-2-carbonyl)-piperazin-1-yl]-benzonitrile), ClC1=C(C=O)C=CC=C1 (2-chlorobenzaldehyde). Yields the product C(C1=CC=CC=C1)N1[C@@H](C[C@@H](C1)N(C)CC1=C(C=CC=C1)Cl)C(=O)N1CCN(CC1)C1=C(C#N)C=CC=C1 (2-(4-{(2S,4S)-1-Benzyl-4-[(2-chlorobenzyl)-methyl-amino]-pyrrolidine-2-carbonyl}-piperazin-1-yl)-benzonitrile). Reaction SMILES: [CH2:1]([N:8]1[CH2:12][CH:11]([NH:13][CH3:14])[CH2:10][CH:9]1[C:15]([N:17]1[CH2:22][CH2:21][N:20]([C:23]2[CH:30]=[CH:29][CH:28]=[CH:27][C:24]=2[C:25]#[N:26])[CH2:19][CH2:18]1)=[O:16])[C:2]1[CH:7]=[CH:6][CH:5]=[CH:4][CH:3]=1.[Cl:31][C:32]1[CH:39]=[CH:38][CH:37]=[CH:36][C:33]=1[CH:34]=O>>[CH2:1]([N:8]1[CH2:12][C@@H:11]([N:13]([CH2:34][C:33]2[CH:36]=[CH:37][CH:38]=[CH:39][C:32]=2[Cl:31])[CH3:14])[CH2:10][C@H:9]1[C:15]([N:17]1[CH2:22][CH2:21][N:20]([C:23]2[CH:30]=[CH:29][CH:28]=[CH:27][C:24]=2[C:25]#[N:26])[CH2:19][CH2:18]1)=[O:16])[C:2]1[CH:7]=[CH:6][CH:5]=[CH:4][CH:3]=1. Procedure: As described for Example 75d, 2-[4-(1-benzyl-4-methylamino-pyrrolidine-2-carbonyl)-piperazin-1-yl]-benzonitrile was converted, using 2-chlorobenzaldehyde instead of 3,4-dichlorobenzaldehyde, to the title compound. MS m/e=528.4 [M+H]+. Reactants: BrBr (Bromine), CS(=O)(=O)C1=C(C=C(C=C1)CC(C)=O)C(F)(F)F (1-(4-Methanesulfonyl-3-trifluoromethyl-phenyl)-propan-2-one), N1=C(C=NC=C1)NC(=S)N (Pyrazin-2-yl-thiourea). The solvent is C(C)O (ethanol), O1CCOCC1 (dioxan). Run at temperature 10 celsius, time 30 minute. Product: CS(=O)(=O)C1=C(C=C(C=C1)C1=C(N=C(S1)NC1=NC=CN=C1)C)C(F)(F)F ([5-(4-Methanesulfonyl-3-trifluoromethyl-phenyl)-4-methyl-thiazol-2-yl]-pyrazin-2-yl-amine). RXN SMILES: [CH3:1][S:2]([C:5]1[CH:10]=[CH:9][C:8]([CH2:11][C:12](=O)[CH3:13])=[CH:7][C:6]=1[C:15]([F:18])([F:17])[F:16])(=[O:4])=[O:3].BrBr.[N:21]1[CH:26]=[CH:25][N:24]=[CH:23][C:22]=1[NH:27][C:28]([NH2:30])=[S:29]>O1CCOCC1.C(O)C>[CH3:1][S:2]([C:5]1[CH:10]=[CH:9][C:8]([C:11]2[S:29][C:28]([NH:27][C:22]3[CH:23]=[N:24][CH:25]=[CH:26][N:21]=3)=[N:30][C:12]=2[CH3:13])=[CH:7][C:6]=1[C:15]([F:18])([F:17])[F:16])(=[O:4])=[O:3]. Reported procedure: 1-(4-Methanesulfonyl-3-trifluoromethyl-phenyl)-propan-2-one (Example 59c) (0.60 g, 2.14 mmol) is dissolved in dioxan (50 ml) and the solution is cooled to 10° C. at which point the mixture is semi frozen. Bromine (0.088 ml, 1.7 mmol) is added slowly and the mixture is stirred for an additional 30 min in a semi frozen state. The mixture is then allowed to warm to room temperature and the solvent is removed to give a brown oil. This material is dissolved in ethanol and pyrazin-2-yl-thiourea (1a) i... Reactants: [BH4-], CO, Cl, [Na+], O=C(c1cccc(Oc2ccccc2)c1)C(F)(F)F, O. Product: OC(c1cccc(Oc2ccccc2)c1)C(F)(F)F. RXN SMILES: [BH4-:1].[CH3:24][OH:25].[ClH:22].[Na+:2].[O:3]([c:4]1[cH:5][cH:6][cH:7][cH:8][cH:9]1)[c:10]1[cH:11][c:12]([C:16]([C:17]([F:18])([F:19])[F:20])=[O:21])[cH:13][cH:14][cH:15]1.[OH2:23]>>[O:3]([c:4]1[cH:5][cH:6][cH:7][cH:8][cH:9]1)[c:10]1[cH:11][c:12]([CH:16]([C:17]([F:18])([F:19])[F:20])[OH:21])[cH:13][cH:14][cH:15]1. Starting materials: COC1=C(C=CC=C1OC)O (2,3-dimethoxyphenol), BrCCBr (1,2-dibromoethane), C(=O)([O-])[O-].[K+].[K+] (K2CO3). Solvent: CC(=O)C (acetone). Product: BrCCOC1=CC(=C(C=C1)OC)OC (4-(2-bromoethoxy)-1,2-dimethoxybenzene). The yield is 46.0%. Reaction SMILES: [CH3:1][O:2][C:3]1[C:8]([O:9][CH3:10])=[CH:7][CH:6]=[CH:5][C:4]=1O.[Br:12][CH2:13][CH2:14]Br.C([O-])([O-])=[O:17].[K+].[K+]>CC(C)=O>[Br:12][CH2:13][CH2:14][O:17][C:5]1[CH:6]=[CH:7][C:8]([O:9][CH3:10])=[C:3]([O:2][CH3:1])[CH:4]=1 |f:2.3.4|. Procedure: To a solution of 2,3-dimethoxyphenol in acetone was added an equimolar amount of 1,2-dibromoethane and excess K2CO3 and heated under reflux overnight. The reaction mixture was filtered and the solvent was evaporated in vacuo. The pure product was obtained with flash chromatography in cyclohexane: EtOAc 5:1 in 46% yield. The solvent is CCOCC (ether), CCOCC (ether), CCCCCC (hexane). RXN SMILES: [CH2:1]([Li])[CH2:2][CH2:3][CH3:4].[F:6][C:7]1[CH:8]=[C:9]([CH:15]2[CH2:20][CH2:19][CH:18]([CH:21]=O)[CH2:17][CH2:16]2)[CH:10]=[CH:11][C:12]=1[C:13]#[N:14].C(O)C>CCCCCC.[Br-].C([P+](C1C=CC=CC=1)(C1C=CC=CC=1)C1C=CC=CC=1)CCC.CCOCC>[F:6][C:7]1[CH:8]=[C:9]([C@H:15]2[CH2:20][CH2:19][C@H:18](/[CH:21]=[CH:1]/[CH2:2][CH2:3][CH3:4])[CH2:17][CH2:16]2)[CH:10]=[CH:11][C:12]=1[C:13]#[N:14] |f:4.5|. The product is FC1=C(C#N)C=CC(=C1)[C@@H]1CC[C@H](CC1)\C=C\CCC (2-fluoro-4-[trans-4-(trans-1-pentenyl)-cyclohexyl]-benzonitrile). Procedure: 7.4 ml of 1.7M n-butyllithium in hexane are added, with stirring and under an atmosphere of nitrogen, to a suspension of 5.4 g of n-butyltriphenylphosphonium bromide in 100 ml of ether. After 30 minutes the orange solution is cooled to -40° and 2.1 g of 4-(3-fluoro-4-cyanophenyl)-cyclohexanecarbaldehyde in 20 ml of ether are added. After stirring for 2 hours at -40°, 60 ml of ethanol are added dropwise. The reaction mixture is then allowed to warm up to room temperature, is stirred for one hour ... The reagents and catalysts are [Br-].C(CCC)[P+](C1=CC=CC=C1)(C1=CC=CC=C1)C1=CC=CC=C1 (n-butyltriphenylphosphonium bromide). Starting materials: FC=1C=C(C=CC1C#N)C1CCC(CC1)C=O (4-(3-fluoro-4-cyanophenyl)-cyclohexanecarbaldehyde), C(CCC)[Li] (n-butyllithium), C(C)O (ethanol). Conditions: time 2 hour. Starting materials: CN(C1=C(C=C(C=C1)I)OCC)C (N,N-dimethyl-2-ethoxy-4-iodo-aniline), CN(C)C=O (DMF), O (water). Reagents/catalysts: [C-]#N.[Zn+2].[C-]#N (Zinc cyanide), C=1C=CC(=CC1)[P](C=2C=CC=CC2)(C=3C=CC=CC3)[Pd]([P](C=4C=CC=CC4)(C=5C=CC=CC5)C=6C=CC=CC6)([P](C=7C=CC=CC7)(C=8C=CC=CC8)C=9C=CC=CC9)[P](C=1C=CC=CC1)(C=1C=CC=CC1)C=1C=CC=CC1 (Tetrakis(triphenylphosphine)palladium). Reaction conditions: temperature 110 celsius, time 10 minute. The product is CN(C1=C(C=C(C=C1)C#N)OCC)C (N,N-dimethyl-2-ethoxy-4-cyano-aniline). Isolated yield 38.0%. As a reaction SMILES: [CH3:1][N:2]([CH3:13])[C:3]1[CH:8]=[CH:7][C:6](I)=[CH:5][C:4]=1[O:10][CH2:11][CH3:12].O.[CH3:15][N:16](C=O)C>[C-]#N.[Zn+2].[C-]#N.C1C=CC([P]([Pd]([P](C2C=CC=CC=2)(C2C=CC=CC=2)C2C=CC=CC=2)([P](C2C=CC=CC=2)(C2C=CC=CC=2)C2C=CC=CC=2)[P](C2C=CC=CC=2)(C2C=CC=CC=2)C2C=CC=CC=2)(C2C=CC=CC=2)C2C=CC=CC=2)=CC=1>[CH3:1][N:2]([CH3:13])[C:3]1[CH:8]=[CH:7][C:6]([C:15]#[N:16])=[CH:5][C:4]=1[O:10][CH2:11][CH3:12] |f:3.4.5,^1:28,30,49,68|. Procedure details: N,N-dimethyl-2-ethoxy-4-iodo-aniline (0.75 g, 2.58 mmol) was dissolved in DMF (4 mL). Zinc cyanide (0.18 g, 1.54 mmol) was added. Argon was passed through the mixture for 10 min. Tetrakis(triphenylphosphine)palladium (148 mg, 0.13 mmol) was added and the mixture was heated at 110° C. for 24 h. The reaction mixture was cooled and poured into water. The mixture was extracted with ethyl acetate, washed with brine and dried over magnesium sulfate. Evaporation of the solvents and chromatography of th...